describe an organic reaction: reactants, conditions, products, and yield From a dataset of the Open Reaction Database (ORD), a public repository of structured organic reaction records. Reactants: C(C1=CC=CC=C1)N(C1(CC1)C1=CC=C(C=C1)C#C)CC1=CC=CC=C1 (dibenzyl-[1-(4-ethynylphenyl)-cyclopropyl]-amine), C(C1=CC=CC=C1)N(C1(CC1)C1=CC=C(C=C1)C#C)CC1=CC=CC=C1 (dibenzyl-[1-(4-ethynylphenyl)-cyclopropyl]-amine), C(C1=CC=CC=C1)(=O)O.C(C)OC(C1=CC=C(C=C1)I)=O (ethyl-4-iodo-benzoate benzoate), C(C1=CC=CC=C1)(=O)O.C(C)OC(C1=CC=C(C=C1)I)=O (ethyl-4-iodo-benzoate benzoate). The reagents and catalysts are [Cu]I (copper(I)iodide), Cl[Pd]([P](C1=CC=CC=C1)(C2=CC=CC=C2)C3=CC=CC=C3)([P](C4=CC=CC=C4)(C5=CC=CC=C5)C6=CC=CC=C6)Cl (Dichlorobis (triphenylphosphine)palladium(II)). Run in C(C)N(CC)CC (triethylamine). Run at time 8 hour. Product: EtOAc-hexanes, C(C1=CC=CC=C1)N(C1(CC1)C1=CC=C(C=C1)C#CC1=CC=C(C(=O)OCC)C=C1)CC1=CC=CC=C1 (Ethyl 4-[4-(1-dibenzylamino-cyclopropyl)-phenylethynyl]-benzoate). Yield: 2.0%. As a reaction SMILES: [CH2:1]([N:8]([CH2:20][C:21]1[CH:26]=[CH:25][CH:24]=[CH:23][CH:22]=1)[C:9]1([C:12]2[CH:17]=[CH:16][C:15]([C:18]#[CH:19])=[CH:14][CH:13]=2)[CH2:11][CH2:10]1)[C:2]1[CH:7]=[CH:6][CH:5]=[CH:4][CH:3]=1.C(O)(=O)C1C=CC=CC=1.[CH2:36]([O:38][C:39](=[O:47])[C:40]1[CH:45]=[CH:44][C:43](I)=[CH:42][CH:41]=1)[CH3:37]>C(N(CC)CC)C.[Cu]I.Cl[Pd](Cl)([P](C1C=CC=CC=1)(C1C=CC=CC=1)C1C=CC=CC=1)[P](C1C=CC=CC=1)(C1C=CC=CC=1)C1C=CC=CC=1>[CH2:20]([N:8]([CH2:1][C:2]1[CH:3]=[CH:4][CH:5]=[CH:6][CH:7]=1)[C:9]1([C:12]2[CH:13]=[CH:14][C:15]([C:18]#[C:19][C:43]3[CH:44]=[CH:45][C:40]([C:39]([O:38][CH2:36][CH3:37])=[O:47])=[CH:41][CH:42]=3)=[CH:16][CH:17]=2)[CH2:11][CH2:10]1)[C:21]1[CH:26]=[CH:25][CH:24]=[CH:23][CH:22]=1 |f:1.2,^1:59,78|. Procedure: Using General Procedure F; dibenzyl-[1-(4-ethynylphenyl)-cyclopropyl]-amine (Intermediate 129, 40.0 mg, 0.12 mmol) and ethyl-4-iodo benzoate (Reagent A, 60.0 mg, 0.22 mmol) in triethylamine (5 mL) was treated with copper(I)iodide (8.0 mg, 0.04 mmol) and sparged with argon for 5 minutes. Dichlorobis (triphenylphosphine)palladium(II) (27 mg, 0.04 mmol) was added and the reaction mixture was stirred overnight at room temperature. Column chromatography (2-5% EtOAc-hexanes) afforded the title compoun...